This data is from the Open Reaction Database (ORD), a public repository of structured organic reaction records. The task is: describe an organic reaction: reactants, conditions, products, and yield Yields the product C[C@@H](CC(=O)OCC)\C=C\B1OC(C(O1)(C)C)(C)C (Ethyl (3S,4E)-3-Methyl-5-(4,4,5,5-tetramethyl-1,3,2-dioxaborolan-2-yl)pent-4-enoate). Solvent: C1CCOC1 (THF). RXN SMILES: [CH3:1][C@H:2]([CH:9]=O)[CH2:3][C:4]([O:6][CH2:7][CH3:8])=[O:5].Cl[CH:12](Cl)[B:13]1[O:17][C:16]([CH3:19])([CH3:18])[C:15]([CH3:21])([CH3:20])[O:14]1.[Li+].[I-]>C1COCC1>[CH3:1][C@H:2](/[CH:9]=[CH:12]/[B:13]1[O:17][C:16]([CH3:19])([CH3:18])[C:15]([CH3:21])([CH3:20])[O:14]1)[CH2:3][C:4]([O:6][CH2:7][CH3:8])=[O:5] |f:2.3|. Starting materials: pinacol boronates, C[C@@H](CC(=O)OCC)C=O (ethyl (S)-3-methyl-4-oxobutanoate), CrCl2, ClC(B1OC(C(O1)(C)C)(C)C)Cl (2-(dichloromethyl)-4,4,5,5-tetramethyl-1,3,2-dioxaborolane), [Li+].[I-] (LiI). Procedure: Following the same procedure for the preparation of pinacol boronates, the reaction of ethyl (S)-3-methyl-4-oxobutanoate (S)-3 (0.057 g, 0.40 mmol) with CrCl2 (0.39 g, 3.18 mmol), 2-(dichloromethyl)-4,4,5,5-tetramethyl-1,3,2-dioxaborolane 5 (0.168 g, 0.80 mmol) and LiI (0.21 g, 1.59 mmol) in THF (6 mL) afforded, after purification by column chromatography (silica gel, 97:3 hexane/ethyl acetate), 69 mg (65%) of a colourless oil identified as ethyl (3S,4E)-3-methyl-5-(4,4,5,5-tetramethyl-1,3,2-dio... Starting materials: ON1C=CC2=NC=C(C=C21)C=2C=NN(C2)C2CCN(CC2)C(=O)OC(C)(C)C (tert-butyl 4-[4-(1-hydroxy-1H-pyrrolo[3,2-b]pyridin-6-yl)-1H-pyrazol-1-yl]piperidine-1-carboxylate), BrC1=NC=CC=N1 (2-bromo-pyrimidine). As a reaction SMILES: [OH:1][N:2]1[C:10]2[C:5](=[N:6][CH:7]=[C:8]([C:11]3[CH:12]=[N:13][N:14]([CH:16]4[CH2:21][CH2:20][N:19](C(OC(C)(C)C)=O)[CH2:18][CH2:17]4)[CH:15]=3)[CH:9]=2)[CH:4]=[CH:3]1.Br[C:30]1[N:35]=[CH:34][CH:33]=[CH:32][N:31]=1>>[NH:19]1[CH2:20][CH2:21][CH:16]([N:14]2[CH:15]=[C:11]([C:8]3[CH:9]=[C:10]4[N:2]([O:1][C:30]5[N:35]=[CH:34][CH:33]=[CH:32][N:31]=5)[CH:3]=[CH:4][C:5]4=[N:6][CH:7]=3)[CH:12]=[N:13]2)[CH2:17][CH2:18]1. Product: N1CCC(CC1)N1N=CC(=C1)C=1C=C2C(=NC1)C=CN2OC2=NC=CC=N2 (6-[1-(piperidin-4-yl)-1H-pyrazol-4-yl]-1-(pyrimidin-2-yloxy)-1H-pyrrolo[3,2-b]pyridine). Procedure: The entitled compound is prepared from tert-butyl 4-[4-(1-hydroxy-1H-pyrrolo[3,2-b]pyridin-6-yl)-1H-pyrazol-1-yl]piperidine-1-carboxylate and 2-bromo-pyrimidine as described in the last 2 steps of Example 18. Reported procedure: Pramlintide acetate was dissolved in H2O at 2 mg/mL with either a 10 mM citrate buffer, pH 4 or 10 mM phosphate buffer, pH 7. These solutions were lyophilized to dryness (>1% residual moisture) using a conservative cycle and reconstituted to various nominal concentrations in DMSO. Solubility was measured by visual inspection for clarity and turbidity via A630. Product: CC[C@H](C)[C@@H](C(=O)N[C@@H](CC(C)C)C(=O)N1CCC[C@H]1C(=O)N2CCC[C@H]2C(=O)N[C@@H]([C@@H](C)O)C(=O)N[C@@H](CC(=O)N)C(=O)N[C@@H](C(C)C)C(=O)NCC(=O)N[C@@H](CO)C(=O)N[C@@H](CC(=O)N)C(=O)N[C@@H]([C@@H](C)O)C(=O)N[C@@H](CC=3C=CC(=CC3)O)C(=O)N)NC(=O)[C@@H]4CCCN4C(=O)CNC(=O)[C@H](CC=5C=CC=CC5)NC(=O)[C@H](CC(=O)N)NC(=O)[C@H](CC(=O)N)NC(=O)[C@H](CO)NC(=O)[C@H](CO)NC(=O)[C@H](CC6=CNC=N6)NC(=O)[C@H](C(C)C)NC(=O)[C@H](CC(C)C)NC(=O)[C@H](CC=7C=CC=CC7)NC(=O)[C@H](CC(=O)N)NC(=O)[C@H](C)NC(=O)[C@H](CC(C)C)NC(=O)[C@H](CCCNC(=N)N)NC(=O)[C@H](CCC(=O)N)NC(=O)[C@H]([C@@H](C)O)NC(=O)[C@H](C)NC(=O)[C@@H]8CSSC[C@@H](C(=O)N[C@H](C(=O)N[C@H](C(=O)N[C@H](C(=O)N[C@H](C(=O)N8)[C@@H](C)O)C)[C@@H](C)O)CC(=O)N)NC(=O)[C@H](CCCCN)N (Pramlintide). Solvent: O (H2O), C(CC(O)(C(=O)[O-])CC(=O)[O-])(=O)[O-] (citrate), P(=O)([O-])([O-])[O-] (phosphate). Reaction SMILES: [CH3:1][CH2:2][C@@H:3]([C@H:5]([NH:90][C:91]([C@H:93]1[N:97]([C:98]([CH2:100][NH:101][C:102]([C@@H:104]([NH:112][C:113]([C@@H:115]([NH:120][C:121]([C@@H:123]([NH:128][C:129]([C@@H:131]([NH:134][C:135]([C@@H:137]([NH:140][C:141]([C@@H:143]([NH:150][C:151]([C@@H:153]([NH:157][C:158]([C@@H:160]([NH:165][C:166]([C@@H:168]([NH:176][C:177]([C@@H:179]([NH:184][C:185]([C@@H:187]([NH:189][C:190]([C@@H:192]([NH:197][C:198]([C@@H:200]([NH:208][C:209]([C@@H:211]([NH:217][C:218]([C@@H:220]([NH:224][C:225]([C@@H:227]([NH:229][C:230]([C@H:232]2[NH:256][C:254](=[O:255])[C@H:253]([C@H:257]([OH:259])[CH3:258])[NH:252][C:250](=[O:251])[C@H:249]([CH3:260])[NH:248][C:246](=[O:247])[C@H:245]([C@H:261]([OH:263])[CH3:262])[NH:244][C:242](=[O:243])[C@H:241]([CH2:264][C:265]([NH2:267])=[O:266])[NH:240][C:238](=[O:239])[C@@H:237]([NH:268][C:269]([C@@H:271]([NH2:277])[CH2:272][CH2:273][CH2:274][CH2:275][NH2:276])=[O:270])[CH2:236][S:235][S:234][CH2:233]2)=[O:231])[CH3:228])=[O:226])[C@H:221]([OH:223])[CH3:222])=[O:219])[CH2:212][CH2:213][C:214]([NH2:216])=[O:215])=[O:210])[CH2:201][CH2:202][CH2:203][NH:204][C:205]([NH2:207])=[NH:206])=[O:199])[CH2:193][CH:194]([CH3:196])[CH3:195])=[O:191])[CH3:188])=[O:186])[CH2:180][C:181]([NH2:183])=[O:182])=[O:178])[CH2:169][C:170]2[CH:171]=[CH:172][CH:173]=[CH:174][CH:175]=2)=[O:167])[CH2:161][CH:162]([CH3:164])[CH3:163])=[O:159])[CH:154]([CH3:156])[CH3:155])=[O:152])[CH2:144][C:145]2[N:149]=[CH:148][NH:147][CH:146]=2)=[O:142])[CH2:138][OH:139])=[O:136])[CH2:132][OH:133])=[O:130])[CH2:124][C:125]([NH2:127])=[O:126])=[O:122])[CH2:116][C:117]([NH2:119])=[O:118])=[O:114])[CH2:105][C:106]2[CH:107]=[CH:108][CH:109]=[CH:110][CH:111]=2)=[O:103])=[O:99])[CH2:96][CH2:95][CH2:94]1)=[O:92])[C:6]([NH:8][C@H:9]([C:14]([N:16]1[C@H:20]([C:21]([N:23]2[C@H:27]([C:28]([NH:30][C@H:31]([C:35]([NH:37][C@H:38]([C:43]([NH:45][C@H:46]([C:50]([NH:52][CH2:53][C:54]([NH:56][C@H:57]([C:60]([NH:62][C@H:63]([C:68]([NH:70][C@H:71]([C:75]([NH:77][C@H:78]([C:87]([NH2:89])=[O:88])[CH2:79][C:80]3[CH:81]=[CH:82][C:83]([OH:86])=[CH:84][CH:85]=3)=[O:76])[C@H:72]([OH:74])[CH3:73])=[O:69])[CH2:64][C:65]([NH2:67])=[O:66])=[O:61])[CH2:58][OH:59])=[O:55])=[O:51])[CH:47]([CH3:49])[CH3:48])=[O:44])[CH2:39][C:40]([NH2:42])=[O:41])=[O:36])[C@H:32]([OH:34])[CH3:33])=[O:29])[CH2:26][CH2:25][CH2:24]2)=[O:22])[CH2:19][CH2:18][CH2:17]1)=[O:15])[CH2:10][CH:11]([CH3:13])[CH3:12])=[O:7])[CH3:4].C([O-])(=O)C>O.C([O-])(=O)CC(CC([O-])=O)(C([O-])=O)O.P([O-])([O-])([O-])=O>[CH3:1][CH2:2][C@@H:3]([C@H:5]([NH:90][C:91]([C@H:93]1[N:97]([C:98]([CH2:100][NH:101][C:102]([C@@H:104]([NH:112][C:113]([C@@H:115]([NH:120][C:121]([C@@H:123]([NH:128][C:129]([C@@H:131]([NH:134][C:135]([C@@H:137]([NH:140][C:141]([C@@H:143]([NH:150][C:151]([C@@H:153]([NH:157][C:158]([C@@H:160]([NH:165][C:166]([C@@H:168]([NH:176][C:177]([C@@H:179]([NH:184][C:185]([C@@H:187]([NH:189][C:190]([C@@H:192]([NH:197][C:198]([C@@H:200]([NH:208][C:209]([C@@H:211]([NH:217][C:218]([C@@H:220]([NH:224][C:225]([C@@H:227]([NH:229][C:230]([C@H:232]2[NH:256][C:254](=[O:255])[C@H:253]([C@H:257]([OH:259])[CH3:258])[NH:252][C:250](=[O:251])[C@H:249]([CH3:260])[NH:248][C:246](=[O:247])[C@H:245]([C@H:261]([OH:263])[CH3:262])[NH:244][C:242](=[O:243])[C@H:241]([CH2:264][C:265]([NH2:267])=[O:266])[NH:240][C:238](=[O:239])[C@@H:237]([NH:268][C:269]([C@@H:271]([NH2:277])[CH2:272][CH2:273][CH2:274][CH2:275][NH2:276])=[O:270])[CH2:236][S:235][S:234][CH2:233]2)=[O:231])[CH3:228])=[O:226])[C@H:221]([OH:223])[CH3:222])=[O:219])[CH2:212][CH2:213][C:214]([NH2:216])=[O:215])=[O:210])[CH2:201][CH2:202][CH2:203][NH:204][C:205]([NH2:207])=[NH:206])=[O:199])[CH2:193][CH:194]([CH3:195])[CH3:196])=[O:191])[CH3:188])=[O:186])[CH2:180][C:181]([NH2:183])=[O:182])=[O:178])[CH2:169][C:170]2[CH:171]=[CH:172][CH:173]=[CH:174][CH:175]=2)=[O:167])[CH2:161][CH:162]([CH3:164])[CH3:163])=[O:159])[CH:154]([CH3:156])[CH3:155])=[O:152])[CH2:144][C:145]2[N:149]=[CH:148][NH:147][CH:146]=2)=[O:142])[CH2:138][OH:139])=[O:136])[CH2:132][OH:133])=[O:130])[CH2:124][C:125]([NH2:127])=[O:126])=[O:122])[CH2:116][C:117]([NH2:119])=[O:118])=[O:114])[CH2:105][C:106]2[CH:107]=[CH:108][CH:109]=[CH:110][CH:111]=2)=[O:103])=[O:99])[CH2:96][CH2:95][CH2:94]1)=[O:92])[C:6]([NH:8][C@H:9]([C:14]([N:16]1[C@H:20]([C:21]([N:23]2[C@H:27]([C:28]([NH:30][C@H:31]([C:35]([NH:37][C@H:38]([C:43]([NH:45][C@H:46]([C:50]([NH:52][CH2:53][C:54]([NH:56][C@H:57]([C:60]([NH:62][C@H:63]([C:68]([NH:70][C@H:71]([C:75]([NH:77][C@H:78]([C:87]([NH2:89])=[O:88])[CH2:79][C:80]3[CH:81]=[CH:82][C:83]([OH:86])=[CH:84][CH:85]=3)=[O:76])[C@H:72]([OH:74])[CH3:73])=[O:69])[CH2:64][C:65]([NH2:67])=[O:66])=[O:61])[CH2:58][OH:59])=[O:55])=[O:51])[CH:47]([CH3:48])[CH3:49])=[O:44])[CH2:39][C:40]([NH2:42])=[O:41])=[O:36])[C@H:32]([OH:34])[CH3:33])=[O:29])[CH2:26][CH2:25][CH2:24]2)=[O:22])[CH2:19][CH2:18][CH2:17]1)=[O:15])[CH2:10][CH:11]([CH3:13])[CH3:12])=[O:7])[CH3:4] |f:0.1|. Starting materials: CC[C@H](C)[C@@H](C(=O)N[C@@H](CC(C)C)C(=O)N1CCC[C@H]1C(=O)N2CCC[C@H]2C(=O)N[C@@H]([C@@H](C)O)C(=O)N[C@@H](CC(=O)N)C(=O)N[C@@H](C(C)C)C(=O)NCC(=O)N[C@@H](CO)C(=O)N[C@@H](CC(=O)N)C(=O)N[C@@H]([C@@H](C)O)C(=O)N[C@@H](CC=3C=CC(=CC3)O)C(=O)N)NC(=O)[C@@H]4CCCN4C(=O)CNC(=O)[C@H](CC=5C=CC=CC5)NC(=O)[C@H](CC(=O)N)NC(=O)[C@H](CC(=O)N)NC(=O)[C@H](CO)NC(=O)[C@H](CO)NC(=O)[C@H](CC6=CNC=N6)NC(=O)[C@H](C(C)C)NC(=O)[C@H](CC(C)C)NC(=O)[C@H](CC=7C=CC=CC7)NC(=O)[C@H](CC(=O)N)NC(=O)[C@H](C)NC(=O)[C@H](CC(C)C)NC(=O)[C@H](CCCNC(=N)N)NC(=O)[C@H](CCC(=O)N)NC(=O)[C@H]([C@@H](C)O)NC(=O)[C@H](C)NC(=O)[C@@H]8CSSC[C@@H](C(=O)N[C@H](C(=O)N[C@H](C(=O)N[C@H](C(=O)N[C@H](C(=O)N8)[C@@H](C)O)C)[C@@H](C)O)CC(=O)N)NC(=O)[C@H](CCCCN)N.C(C)(=O)[O-] (Pramlintide acetate).